Dataset: the Open Reaction Database (ORD), a public repository of structured organic reaction records. Task: describe an organic reaction: reactants, conditions, products, and yield Starting materials: NC=1OC2=C(N1)C=C(C=C2)C2=CCN(CC2)C(=O)OC(C)(C)C (Tert-butyl 4-(2-aminobenzo[d]oxazol-5-yl)-5,6-dihydropyridine-1(2H)-carboxylate), Psi hydrogen. Reagents/catalysts: [Pd] (Pd/C). Run in CO (MeOH). Product: NC=1OC2=C(N1)C=C(C=C2)C2CCN(CC2)C(=O)OC(C)(C)C (Tert-butyl 4-(2-aminobenzo[d]oxazol-5-yl)piperidine-1-carboxylate). The yield is 900.2%. RXN SMILES: [NH2:1][C:2]1[O:3][C:4]2[CH:10]=[CH:9][C:8]([C:11]3[CH2:16][CH2:15][N:14]([C:17]([O:19][C:20]([CH3:23])([CH3:22])[CH3:21])=[O:18])[CH2:13][CH:12]=3)=[CH:7][C:5]=2[N:6]=1>CO.[Pd]>[NH2:1][C:2]1[O:3][C:4]2[CH:10]=[CH:9][C:8]([CH:11]3[CH2:16][CH2:15][N:14]([C:17]([O:19][C:20]([CH3:23])([CH3:22])[CH3:21])=[O:18])[CH2:13][CH2:12]3)=[CH:7][C:5]=2[N:6]=1. Reported procedure: Intermediate 50 (550 mg, 0.14 mmol) dissolved in MeOH (25 ml) and added Pd/C (5%) (700 mg). This mixture was stirred under 80 Psi hydrogen pressure for 12 h in an autoclave. After completion of the reaction, reaction mixture filtered through a bed of celite and celite was washed with MeOH. MeOH was removed on rotavapour to obtain the residue. Residue was triturated with petether to obtain the titled compound (400 mg) as an off-white solid.